This data is from the Open Reaction Database (ORD), a public repository of structured organic reaction records. The task is: describe an organic reaction: reactants, conditions, products, and yield Reactants: [OH-].[Na+] (NaOH), K2S2O8, FC(C(=O)O)(F)F (trifluoroacetic acid), C1(=CC=CC=C1)C (toluene). The solvent is Example 4(a), O (water). Conditions: time 10 minute. Yields the product CC=1C=CC(=CC1)C(=O)O (p-toluic acid). As a reaction SMILES: F[C:2](F)(F)[C:3]([OH:5])=[O:4].[C:8]1([CH3:14])[CH:13]=[CH:12]C=[CH:10][CH:9]=1.[OH-].[Na+]>O>[CH3:14][C:8]1[CH:9]=[CH:10][C:2]([C:3]([OH:5])=[O:4])=[CH:12][CH:13]=1 |f:2.3|. Procedure details: A mixture of K2S2O8 (1.35 g), trifluoroacetic acid (4 mL), and the catalyst solution as prepared in Example 4(a) (1 mL) was stirred in air for 10 minutes. After toluene (5 mL) was added, the mixture was stirred under CO (1 atm) at room temperature for 66 hours. The mixture was diluted with water (5 mL), basified with NaOH, washed with ether, acidified with HCl, and thoroughly extracted with ether. The combined etherial extracts were evaporated to dryness. The residue was sublimed under vacuum to... Reactants: C(=O)(O)C=1C=C(C(=O)C=2C=CC(=C(OCC(=O)O)C2)OCCCC\C=C\C2=CC=C(C=C2)OC)C=CC1 (5-(3-carboxybenzoyl)-2-[6-(4-methoxyphenyl)-(5E)-5-hexenyloxy]-phenoxy acetic acid), [BH4-].[Na+] (sodium borohydride). The solvent is O1CCOCC1 (dioxane), O (water). The product is C(=O)(O)C=1C=C(C=CC1)C(O)C=1C=CC(=C(OCC(=O)O)C1)OCCCC\C=C\C1=CC=C(C=C1)OC (5-[1-(3-Carboxyphenyl)-(1RS)-1-hydroxymethyl]-2-[6-(4-methoxyphenyl)-(5E)-5-hexenyloxy]-phenoxy acetic acid). Yield: 89.6%. RXN SMILES: [C:1]([C:4]1[CH:5]=[C:6]([CH:35]=[CH:36][CH:37]=1)[C:7]([C:9]1[CH:10]=[CH:11][C:12]([O:20][CH2:21][CH2:22][CH2:23][CH2:24]/[CH:25]=[CH:26]/[C:27]2[CH:32]=[CH:31][C:30]([O:33][CH3:34])=[CH:29][CH:28]=2)=[C:13]([CH:19]=1)[O:14][CH2:15][C:16]([OH:18])=[O:17])=[O:8])([OH:3])=[O:2].[BH4-].[Na+]>O1CCOCC1.O>[C:1]([C:4]1[CH:5]=[C:6]([CH:7]([C:9]2[CH:10]=[CH:11][C:12]([O:20][CH2:21][CH2:22][CH2:23][CH2:24]/[CH:25]=[CH:26]/[C:27]3[CH:28]=[CH:29][C:30]([O:33][CH3:34])=[CH:31][CH:32]=3)=[C:13]([CH:19]=2)[O:14][CH2:15][C:16]([OH:18])=[O:17])[OH:8])[CH:35]=[CH:36][CH:37]=1)([OH:3])=[O:2] |f:1.2|. Reported procedure: Under the conditions of example 5A, 100 mg of 5-(3-carboxybenzoyl)-2-[6-(4-methoxyphenyl)-(5E)-5-hexenyloxy]-phenoxy acetic acid is reacted with 31 mg of sodium borohydride in 5 ml of dioxane and 0.5 ml of water and worked up (>pH 3-4). 90 mg of the title compound is obtained as colorless oil. As a reaction SMILES: [CH3:1][O:2][C:3]([C:5]1[CH:15]=[CH:14][C:8]([CH:9]=[CH:10][C:11]([OH:13])=[O:12])=[CH:7][CH:6]=1)=[O:4]>C(O)(=O)C.[C].[Pd]>[CH3:1][O:2][C:3]([C:5]1[CH:15]=[CH:14][C:8]([CH2:9][CH2:10][C:11]([OH:13])=[O:12])=[CH:7][CH:6]=1)=[O:4] |f:2.3|. Reactants: COC(=O)C1=CC=C(C=CC(=O)O)C=C1 (4-methoxycarbonylcinnamic acid). Reagents/catalysts: [C].[Pd] (palladium-carbon). Yields the product COC(=O)C1=CC=C(C=C1)CCC(=O)O (3-(4-methoxycarbonylphenyl)propionic acid). Procedure: To a solution of 4-methoxycarbonylcinnamic acid (4.64 g) in acetic acid (300 ml) is added 10% palladium-carbon (0.5 g), and the mixture is subjected to hydrogenation at 70° C. under atmospheric pressure for two hours. The catalyst is removed by filtration, and the filtrate is concentrated under reduced pressure. To the residue is added water, and the precipitated white powder is collected by filtration to give 3-(4-methoxycarbonylphenyl)propionic acid (3.87 g). Solvent: C(C)(=O)O (acetic acid). Conditions: time 2 hour. Isolated yield 82.6%. The reactants are COc1ccc(CC(C)N)cc1OC, COc1ccc(I)c(OCC2CO2)c1, O=S1(=O)CCCC1. The product is COc1ccc(I)c(OCC(O)CNC(C)Cc2ccc(OC)c(OC)c2)c1. As a reaction SMILES: [CH3:15][O:16][c:17]1[cH:18][c:19]([CH2:25][CH:26]([CH3:27])[NH2:28])[cH:20][cH:21][c:22]1[O:23][CH3:24].[I:1][c:2]1[c:3]([O:4][CH2:5][CH:6]2[O:7][CH2:8]2)[cH:9][c:10]([O:13][CH3:14])[cH:11][cH:12]1.[S:29]1(=[O:34])(=[O:35])[CH2:30][CH2:31][CH2:32][CH2:33]1>>[I:1][c:2]1[c:3]([O:4][CH2:5][CH:6]([OH:7])[CH2:8][NH:28][CH:26]([CH2:25][c:19]2[cH:18][c:17]([O:16][CH3:15])[c:22]([O:23][CH3:24])[cH:21][cH:20]2)[CH3:27])[cH:9][c:10]([O:13][CH3:14])[cH:11][cH:12]1.